Dataset: the Open Reaction Database (ORD), a public repository of structured organic reaction records. Task: describe an organic reaction: reactants, conditions, products, and yield Reactants: [Cl-].[Li+] (Lithium chloride), BrC=1C=C2C(=NC1)NC(C2)=O (5-bromo-1H-pyrrolo[2,3-b]pyridin-2(3H)-one), CC1=CNC2=NC=C(C=C21)C=2C=C(C=CC2)NC(C#CCC)=O (N-(3-(3-methyl-1H-pyrrolo[2,3-b]pyridin-5-yl)phenyl)pent-2-ynamide), C([O-])([O-])=O.[Na+].[Na+] (sodium carbonate). The reagents and catalysts are C1=CC=C(C=C1)P([C-]2C=CC=C2)C3=CC=CC=C3.C1=CC=C(C=C1)P([C-]2C=CC=C2)C3=CC=CC=C3.Cl[Pd]Cl.[Fe+2] (Pd(dppf)Cl2). Solvent: C1(=CC=CC=C1)C.C(C)O.O (toluene ethanol water). Conditions: temperature 90 celsius. Product: O=C1CC=2C(=NC=C(C2)C=2C=C(C=CC2)NC(C=C)=O)N1 (N-(3-(2-oxo-2,3-dihydro-1H-pyrrolo[2,3-b]pyridin-5-yl)phenyl)acrylamide). As a reaction SMILES: Br[C:2]1[CH:3]=[C:4]2[CH2:10][C:9](=[O:11])[NH:8][C:5]2=[N:6][CH:7]=1.CC1C2C(=NC=C([C:22]3[CH:23]=[C:24]([NH:28][C:29](=[O:34])[C:30]#[C:31]CC)[CH:25]=[CH:26][CH:27]=3)C=2)NC=1.C(=O)([O-])[O-].[Na+].[Na+].[Cl-].[Li+]>C1(C)C=CC=CC=1.C(O)C.O.C1C=CC(P(C2C=CC=CC=2)[C-]2C=CC=C2)=CC=1.C1C=CC(P(C2C=CC=CC=2)[C-]2C=CC=C2)=CC=1.Cl[Pd]Cl.[Fe+2]>[O:11]=[C:9]1[NH:8][C:5]2=[N:6][CH:7]=[C:2]([C:26]3[CH:25]=[C:24]([NH:28][C:29](=[O:34])[CH:30]=[CH2:31])[CH:23]=[CH:22][CH:27]=3)[CH:3]=[C:4]2[CH2:10]1 |f:2.3.4,5.6,7.8.9,10.11.12.13|. Procedure: A solution of 5-bromo-1H-pyrrolo[2,3-b]pyridin-2(3H)-one 149 (100 mg, 0.4673 mmol) and (3-acrylamidophenyl)boronic acid 64 (98.55 mg, 0.514 mmol) in toluene/ethanol/water was added sodium carbonate (198 mg, 1.8692 mmol). Lithium chloride (59.3 mg, 1.40 mmol) was added to the reaction. The reaction was degassed and purged nitrogen for 10 min. Pd(dppf)Cl2 (19.03 mg, 0.0233 mmol) was added to the reaction. The reaction was degassed and purged with nitrogen for another 10 min. The reaction was heate... Starting materials: O (H2O), [O-]C1=CC=CC=C1.[Na+] (sodium phenoxide), ClC1=NC=C(C(=C1)NCC)[N+](=O)[O-] (2-Chloro-4-(ethylamino)-5-nitropyridine). Solvent: C1CCOC1 (THF), C1CCOC1 (THF). Yields the product C(C)NC1=CC(=NC=C1[N+](=O)[O-])OC1=CC=CC=C1 (4-(Ethylamino)-5-nitro-2-phenoxypyridine). RXN SMILES: [O-:1][C:2]1[CH:7]=[CH:6][CH:5]=[CH:4][CH:3]=1.[Na+].Cl[C:10]1[CH:15]=[C:14]([NH:16][CH2:17][CH3:18])[C:13]([N+:19]([O-:21])=[O:20])=[CH:12][N:11]=1.O>C1COCC1>[CH2:17]([NH:16][C:14]1[C:13]([N+:19]([O-:21])=[O:20])=[CH:12][N:11]=[C:10]([O:1][C:2]2[CH:7]=[CH:6][CH:5]=[CH:4][CH:3]=2)[CH:15]=1)[CH3:18] |f:0.1|. Procedure details: A solution of sodium phenoxide (prepared from phenol and NaH) (6 mmol) in THF (3 mL) was added to a solution of the product from Step 1 (600 mg, 3.0 mmol) in THF (2 mL) and the resulting solution was heated to reflux overnight. The solution was cooled, poured into H2O and extracted with EtOAc. The organic layers were washed with H2O and brine, dried, filtered and concentrated to give a residue which was purified by column chromatography (5-80% EtOAc in hex) to give the title compound which was u... The reactants are HCl ice, CN1C(=CC=C1)CC(=O)OC (Methyl 1-methylpyrrole-2-acetate), ClC1=CC=C(C=C1)[N+](=O)[O-] (4-chloronitrobenzene), [H-].[Na+] (Sodium hydride). Solvent: CN(C)C=O (DMF). Run at time 1 hour. Yields the product CN1C(=CC=C1)C(C(=O)OC)C1=CC=C(C=C1)[N+](=O)[O-] (methyl 2-(1-methylpyrrol-2-yl)-2-(4-nitrophenyl)acetate). Yield: 47.1%. Reaction SMILES: [CH3:1][N:2]1[CH:6]=[CH:5][CH:4]=[C:3]1[CH2:7][C:8]([O:10][CH3:11])=[O:9].Cl[C:13]1[CH:18]=[CH:17][C:16]([N+:19]([O-:21])=[O:20])=[CH:15][CH:14]=1.[H-].[Na+]>CN(C=O)C>[CH3:1][N:2]1[CH:6]=[CH:5][CH:4]=[C:3]1[CH:7]([C:13]1[CH:18]=[CH:17][C:16]([N+:19]([O-:21])=[O:20])=[CH:15][CH:14]=1)[C:8]([O:10][CH3:11])=[O:9] |f:2.3|. Reported procedure: Methyl 1-methylpyrrole-2-acetate (5.0 g, 32.0 mmol) and 4-chloronitrobenzene (10.3 g, 65.0 mmol) were dissolved in DMF (30 ml) and the mixture was cooled in an ice bath under argon. Sodium hydride, 50% in mineral oil, (3.1 g, 64.0 mmol) was added in portions. After stirring for 1 h at room temperature the reaction mixture was poured into 1 M HCl/ice and the product was extracted into ethyl acetate. The organic extracts were washed with water, dried over sodium sulfate, and concentrated to drynes...